describe an organic reaction: reactants, conditions, products, and yield From a dataset of the Open Reaction Database (ORD), a public repository of structured organic reaction records. Starting materials: ClC1=CC(=C(C=O)C=C1OC)F (4-chloro-2-fluoro-5-methoxybenzaldehyde), ice HCl, C(=O)([O-])[O-].[K+].[K+] (K2CO3), C(CS)(=O)OC (methyl thioglycolate). Run in CS(=O)C (DMSO). Run at temperature 50 celsius, time 2 hour. Product: COC(=O)C1=CC2=C(S1)C=C(C(=C2)OC)Cl (6-Chloro-5-methoxy-benzo[b]thiophene-2-carboxylic acid methyl ester). RXN SMILES: [Cl:1][C:2]1[C:9]([O:10][CH3:11])=[CH:8][C:5]([CH:6]=O)=[C:4](F)[CH:3]=1.C([O-])([O-])=O.[K+].[K+].[C:19]([O:23][CH3:24])(=[O:22])[CH2:20][SH:21]>CS(C)=O>[CH3:24][O:23][C:19]([C:20]1[S:21][C:4]2[CH:3]=[C:2]([Cl:1])[C:9]([O:10][CH3:11])=[CH:8][C:5]=2[CH:6]=1)=[O:22] |f:1.2.3|. Procedure details: To a solution of 4-chloro-2-fluoro-5-methoxybenzaldehyde (0.821 g, 4.35 mmol) in 8.7 mL of DMSO were successively added K2CO3 (1.81 g, 3 eq.) and methyl thioglycolate (0.474 mL, 1.2 eq.), and the mixture was vigorously stirred at 50° C. for 2 h. After cooling, the reaction mixture was poured onto crashed ice/HCl, twofold extracted with AcOEt, washed with water, dried over sodium sulfate, and evaporated. Flash chromatography (SiO2, hexane/AcOEt=85/15), followed by crystallization from heptane/AcO... Starting materials: CN(C)CC1=CC=C(O1)CSCCN (2-(5-dimethylaminomethyl-2-furyl-methylthio)ethylamine), [N+](=O)([O-])NC1=NC=C(C(N1)=O)CC=1C=NC=CC1 (2-nitroamino-5-(3-pyridylmethyl)-4-pyrimidone). Solvent: C(C)O (ethanol). Product: CN(C)CC1=CC=C(O1)CSCCNC1=NC=C(C(N1)=O)CC=1C=NC=CC1 (2-[2-(5-dimethylaminomethyl-2-furylmethylthio)ethylamino]-5-(3-pyridylmethyl)-4-pyrimidone). RXN SMILES: [CH3:1][N:2]([CH2:4][C:5]1[O:9][C:8]([CH2:10][S:11][CH2:12][CH2:13][NH2:14])=[CH:7][CH:6]=1)[CH3:3].[N+](N[C:19]1[NH:24][C:23](=[O:25])[C:22]([CH2:26][C:27]2[CH:28]=[N:29][CH:30]=[CH:31][CH:32]=2)=[CH:21][N:20]=1)([O-])=O>C(O)C>[CH3:3][N:2]([CH2:4][C:5]1[O:9][C:8]([CH2:10][S:11][CH2:12][CH2:13][NH:14][C:19]2[NH:24][C:23](=[O:25])[C:22]([CH2:26][C:27]3[CH:28]=[N:29][CH:30]=[CH:31][CH:32]=3)=[CH:21][N:20]=2)=[CH:7][CH:6]=1)[CH3:1]. Procedure: A solution of 2-(5-dimethylaminomethyl-2-furyl-methylthio)ethylamine (2.25 g, 0.105 mol) and 2-nitroamino-5-(3-pyridylmethyl)-4-pyrimidone (2.47 g, 0.100 mol) in ethanol (12 ml) was boiled under reflux for 22 hours and evaporated to dryness. The residue was washed with water to give 2-[2-(5-dimethylaminomethyl-2-furylmethylthio)ethylamino]-5-(3-pyridylmethyl)-4-pyrimidone and this was treated with dilute ethanolic hydrogen chloride and dried. The residue was recrystallised from methanol/2-propan...